The task is: describe an organic reaction: reactants, conditions, products, and yield. This data is from the Open Reaction Database (ORD), a public repository of structured organic reaction records. Reactants: COC=1C=C(CC2N(CCC3=CC(=C(C=C23)O)OC)CC(=O)NCC2=CC=CC=C2)C=CC1OC (2-[1-(3,4-dimethoxy-benzyl)-7-hydroxy-6-methoxy-3,4-dihydro-1H-isoquinolin-2-yl]-N-benzyl-acetamide), C(C)I (ethyl iodide). The product is COC=1C=C(CC2N(CCC3=CC(=C(C=C23)OCC)OC)CC(=O)NCC2=CC=CC=C2)C=CC1OC (2-[1-(3,4-dimethoxy-benzyl)-7-ethoxy-6-methoxy-3,4-dihydro-1H-isoquinolin-2-yl]-N-benzyl-acetamide). RXN SMILES: [CH3:1][O:2][C:3]1[CH:4]=[C:5]([CH:31]=[CH:32][C:33]=1[O:34][CH3:35])[CH2:6][CH:7]1[C:16]2[C:11](=[CH:12][C:13]([O:18][CH3:19])=[C:14]([OH:17])[CH:15]=2)[CH2:10][CH2:9][N:8]1[CH2:20][C:21]([NH:23][CH2:24][C:25]1[CH:30]=[CH:29][CH:28]=[CH:27][CH:26]=1)=[O:22].[CH2:36](I)[CH3:37]>>[CH3:1][O:2][C:3]1[CH:4]=[C:5]([CH:31]=[CH:32][C:33]=1[O:34][CH3:35])[CH2:6][CH:7]1[C:16]2[C:11](=[CH:12][C:13]([O:18][CH3:19])=[C:14]([O:17][CH2:36][CH3:37])[CH:15]=2)[CH2:10][CH2:9][N:8]1[CH2:20][C:21]([NH:23][CH2:24][C:25]1[CH:30]=[CH:29][CH:28]=[CH:27][CH:26]=1)=[O:22]. Procedure: prepared by reaction of 2-[1-(3,4-dimethoxy-benzyl)-7-hydroxy-6-methoxy-3,4-dihydro-1H-isoquinolin-2-yl]-N-benzyl-acetamide with ethyl iodide Starting materials: Cl.C(C)(C)N(N)C(=O)C=1SC=2CCOC3=C(C2N1)C=CC(=C3)Br (8-bromo-4,5-dihydro-6-oxa-3-thia-1-aza-benzo[e]azulene-2-carboxylic acid N-isopropyl-hydrazide hydrochloride), TEA, COCC(=O)Cl (methoxy-acetyl chloride). Run in C(Cl)Cl (DCM). Conditions: temperature 0 celsius, time 0.75 hour. Yields the product C(C)(C)N(NC(COC)=O)C(=O)C=1SC=2CCOC3=C(C2N1)C=CC(=C3)Br (8-Bromo-4,5-dihydro-6-oxa-3-thia-1-aza-benzo[e]azulene-2-carboxylic acid N-isopropyl-N′-(2-methoxy-acetyl)-hydrazide), solid. Yield: 69.8%. Reaction SMILES: Cl.[CH:2]([N:5]([C:7]([C:9]1[S:10][C:11]2[CH2:12][CH2:13][O:14][C:15]3[CH:22]=[C:21]([Br:23])[CH:20]=[CH:19][C:16]=3[C:17]=2[N:18]=1)=[O:8])[NH2:6])([CH3:4])[CH3:3].[CH3:24][O:25][CH2:26][C:27](Cl)=[O:28]>C(Cl)Cl>[CH:2]([N:5]([C:7]([C:9]1[S:10][C:11]2[CH2:12][CH2:13][O:14][C:15]3[CH:22]=[C:21]([Br:23])[CH:20]=[CH:19][C:16]=3[C:17]=2[N:18]=1)=[O:8])[NH:6][C:27](=[O:28])[CH2:26][O:25][CH3:24])([CH3:4])[CH3:3] |f:0.1|. Procedure details: To a mixture of 8-bromo-4,5-dihydro-6-oxa-3-thia-1-aza-benzo[e]azulene-2-carboxylic acid N-isopropyl-hydrazide hydrochloride (3.5 g, 8.4 mmol) and TEA (4.07 mL, 29.3 mmol) in DCM (35 mL) at 0° C. was added methoxy-acetyl chloride (1.53 mL, 16.7 mmol) dropwise and the reaction mixture was stirred at 0° C. for 0.75 h then 18 h at RT. The reaction was quenched by the addition of saturated aqueous sodium bicarbonate solution and the phases separated. The aqueous phase was extracted with DCM (×2) bef... The reactants are C1CCOC1, CCCCCCCc1ccc(CCCn2c(C)ccc2-c2ccc(OC(Cc3ccccc3)C(=O)OCC)cc2)cc1, CO, Cl, [K+], [OH-]. Yields the product CCCCCCCc1ccc(CCCn2c(C)ccc2-c2ccc(OC(Cc3ccccc3)C(=O)O)cc2)cc1. RXN SMILES: [CH2:46]1[O:47][CH2:48][CH2:49][CH2:50]1.[CH3:1][c:2]1[cH:3][cH:4][c:5](-[c:23]2[cH:24][cH:25][c:26]([O:27][CH:28]([C:29](=[O:30])[O:31][CH2:32][CH3:33])[CH2:34][c:35]3[cH:36][cH:37][cH:38][cH:39][cH:40]3)[cH:41][cH:42]2)[n:6]1[CH2:7][CH2:8][CH2:9][c:10]1[cH:11][cH:12][c:13]([CH2:16][CH2:17][CH2:18][CH2:19][CH2:20][CH2:21][CH3:22])[cH:14][cH:15]1.[CH3:51][OH:52].[ClH:45].[K+:44].[OH-:43]>>[CH3:1][c:2]1[cH:3][cH:4][c:5](-[c:23]2[cH:24][cH:25][c:26]([O:27][CH:28]([C:29](=[O:30])[OH:31])[CH2:34][c:35]3[cH:36][cH:37][cH:38][cH:39][cH:40]3)[cH:41][cH:42]2)[n:6]1[CH2:7][CH2:8][CH2:9][c:10]1[cH:11][cH:12][c:13]([CH2:16][CH2:17][CH2:18][CH2:19][CH2:20][CH2:21][CH3:22])[cH:14][cH:15]1. As a reaction SMILES: [C:37](=[O:38])([O-:39])[O-:40].[CH3:43][CH2:44][O:45][C:46](=[O:47])[CH3:48].[CH3:49][C:50]#[N:51].[CH:1]1([NH:4][C:5]([c:6]2[cH:7][c:8](-[n:13]3[c:14](=[O:31])[c:15]([NH:19][C:20]4([c:24]5[c:25]([OH:30])[cH:26][cH:27][cH:28][cH:29]5)[CH2:21][CH2:22][CH2:23]4)[n:16][cH:17][cH:18]3)[c:9]([CH3:12])[cH:10][cH:11]2)=[O:32])[CH2:2][CH2:3]1.[Cl:33][CH2:34][CH2:35][Br:36].[Cs+:41].[Cs+:42].[OH2:52]>>[CH:1]1([NH:4][C:5]([c:6]2[cH:7][c:8](-[n:13]3[c:14](=[O:31])[c:15]([NH:19][C:20]4([c:24]5[c:25]([O:30][CH2:35][CH2:34][Cl:33])[cH:26][cH:27][cH:28][cH:29]5)[CH2:21][CH2:22][CH2:23]4)[n:16][cH:17][cH:18]3)[c:9]([CH3:12])[cH:10][cH:11]2)=[O:32])[CH2:2][CH2:3]1. Product: Cc1ccc(C(=O)NC2CC2)cc1-n1ccnc(NC2(c3ccccc3OCCCl)CCC2)c1=O. Starting materials: O=C([O-])[O-], CCOC(C)=O, CC#N, Cc1ccc(C(=O)NC2CC2)cc1-n1ccnc(NC2(c3ccccc3O)CCC2)c1=O, ClCCBr, [Cs+], [Cs+], O.